This data is from the Open Reaction Database (ORD), a public repository of structured organic reaction records. The task is: describe an organic reaction: reactants, conditions, products, and yield The reactants are C(C)(C)(C)OC(=O)N1CC(C2(CC2)CC1)=O (4-oxo-6-aza-spiro[2.5]octane-6-carboxylic acid tert-butyl ester), [OH-].[Na+] (sodium hydroxide), C([C@@H]1[C@H]([C@@H]([C@H](C(O1)O)O)O)O)O (D(+)-glucose), O.O.O.O.O.O.[Cl-].[Mg+2].[Cl-] (magnesium chloride hexahydrate), KRED-NADH-117, O=C[C@H](O)[C@@H](O)[C@H](O)[C@H](O)CO (glucose). The solvent is CCCCCCC (heptane), C1COCCN1CCS(=O)(=O)O (MES). Conditions: temperature 35 celsius. The product is C(C)(C)(C)OC(=O)N1C[C@H](C2(CC2)CC1)O ((S)-4-Hydroxy-6-aza-spiro[2.5]octane-6-carboxylic acid tert-butyl ester), white crystals. Yield: 93.0%. RXN SMILES: C(O)[C@H]1OC(O)[C@H](O)[C@@H](O)[C@@H]1O.O.O.O.O.O.O.[Cl-].[Mg+2].[Cl-].[C:22]([O:26][C:27]([N:29]1[CH2:36][CH2:35][C:32]2([CH2:34][CH2:33]2)[C:31](=[O:37])[CH2:30]1)=[O:28])([CH3:25])([CH3:24])[CH3:23].O=C[C@@H]([C@H]([C@@H]([C@@H](CO)O)O)O)O.[OH-].[Na+]>C1N(CCS(O)(=O)=O)CCOC1.CCCCCCC>[C:22]([O:26][C:27]([N:29]1[CH2:36][CH2:35][C:32]2([CH2:34][CH2:33]2)[C@H:31]([OH:37])[CH2:30]1)=[O:28])([CH3:25])([CH3:23])[CH3:24] |f:1.2.3.4.5.6.7.8.9,12.13|. Procedure: D(+)-glucose monoydrate (300 g) and magnesium chloride hexahydrate (1.0 g) were dissolved in 10 mM MES buffer pH 6.5 (2.4 L; Sigma M3671). After addition of 4-oxo-6-aza-spiro[2.5]octane-6-carboxylic acid tert-butyl ester (300 g; 1.33 mmol) and 8-NAD (3.0 g; free acid; Roche Diagnostics Cat. No. 10 004 626) the pH was re-adjusted and the suspension heated to 35° C. The reaction was started by adding ketoreductase KRED-NADH-117 (3.0 g; former Biocatalytics, now Codexis) and glucose dehydrogenase G... Reported procedure: In an argon filled glove box, a 5.0 mL wheaton microreactor was charged with [Ir(cod)(OMe)]2 (1.98 mg, 1.5 mol%), L1 ligand (2.1 mg, 3.5 mol%), B2pin2 (50.8 mg, 1.0 equiv.), KOtBu (1.0 mg, 4.5 mol%) and dry THF (1.0 mL). The reaction mixture was stirred for 2 minutes at room temperature. To this mixture, N,N-diisopropyl-1-naphthamide (51.1 mg, 0.2 mmol) was added. The microreactor was capped with a teflon pressure cap and placed into pre-heated aluminum block at 80 oC. The reaction mixture was s... Run in O1CCCC1. Reagents/catalysts: O=C1C=CC=2C=CC=C(C3=CN=C(C=C3)C=4N=CC=CC4)C2N1, O1B(OC(C)(C)C1(C)C)B2OC(C)(C)C(O2)(C)C, [K].OC(C)(C)C, C[OH2+].C[OH2+].C1CC=CCCC=C1.C1CC=CCCC=C1.[Ir].[Ir]. Run at temperature 80 celsius, time 12 hour. Starting materials: O=C(C1=CC=CC=2C=CC=CC21)N(C(C)C)C(C)C. The yield is 78.0%. Yields the product O=C(C1=CC(=CC=2C=CC=CC21)B3OC(C)(C)C(O3)(C)C)N(C(C)C)C(C)C.